This data is from the Open Reaction Database (ORD), a public repository of structured organic reaction records. The task is: describe an organic reaction: reactants, conditions, products, and yield The reactants are CCC1(CC)C=Cc2ccccc2N1, CC1(C)CCc2ccccc2N1, CCOC(C)=O. Yields the product CCC1(CC)CCc2ccccc2N1. As a reaction SMILES: [CH2:13]([CH3:14])[C:15]1([CH2:25][CH3:26])[NH:16][c:17]2[cH:18][cH:19][cH:20][cH:21][c:22]2[CH:23]=[CH:24]1.[CH3:1][C:2]1([CH3:3])[CH2:4][CH2:5][c:6]2[c:7]([cH:8][cH:9][cH:10][cH:11]2)[NH:12]1.[CH3:27][CH2:28][O:29][C:30]([CH3:31])=[O:32]>>[CH2:13]([CH3:14])[C:15]1([CH2:25][CH3:26])[NH:16][c:17]2[cH:18][cH:19][cH:20][cH:21][c:22]2[CH2:23][CH2:24]1. Starting materials: O=C=Nc1cc(C(F)(F)F)ccc1F, NC(=O)c1[nH]cnc1-c1ccc(N)cc1, C1CCOC1. The product is NC(=O)c1[nH]cnc1-c1ccc(NC(=O)Nc2cc(C(F)(F)F)ccc2F)cc1. Reaction SMILES: [F:16][c:17]1[c:18]([N:27]=[C:28]=[O:29])[cH:19][c:20]([C:23]([F:24])([F:25])[F:26])[cH:21][cH:22]1.[NH2:1][c:2]1[cH:3][cH:4][c:5](-[c:8]2[c:9]([C:13](=[O:14])[NH2:15])[nH:10][cH:11][n:12]2)[cH:6][cH:7]1.[O:30]1[CH2:31][CH2:32][CH2:33][CH2:34]1>>[NH:1]([c:2]1[cH:3][cH:4][c:5](-[c:8]2[c:9]([C:13](=[O:14])[NH2:15])[nH:10][cH:11][n:12]2)[cH:6][cH:7]1)[C:28]([NH:27][c:18]1[c:17]([F:16])[cH:22][cH:21][c:20]([C:23]([F:24])([F:25])[F:26])[cH:19]1)=[O:29].